From a dataset of the Open Reaction Database (ORD), a public repository of structured organic reaction records. describe an organic reaction: reactants, conditions, products, and yield Reactants: C(C)N (Ethylamine), [OH-].[Na+] (Sodium hydroxide), CC1(OCCO1)CBr (2-methyl-2-bromomethyl-1,3-dioxolane), stainless steel. Isolated yield 40.1%. Reaction conditions: temperature 120 celsius, time 5 hour. Procedure details: Ethylamine (115 grams; 1.77 mole) and 2-methyl-2-bromomethyl-1,3-dioxolane (32 grams; 0.177 mole) were placed in a stainless steel bomb and placed on a steam bath for 5 hours. The temperature of the mixture was raised to 120° C. for 15 hours. The mixture was cooled and ether (200 ml) added to it. Sodium hydroxide (25 grams) was added and the ether layer separated and dried over magnesium sulfate. The ether was evaporated leaving the desired product (10.3 grams) as identified by nuclear magnetic ... Product: C(C)NCC1(OCCO1)C (2-(ethylamino)methyl-2-methyl-1,3-dioxolane). RXN SMILES: [CH2:1]([NH2:3])[CH3:2].[CH3:4][C:5]1([CH2:10]Br)[O:9][CH2:8][CH2:7][O:6]1.[OH-].[Na+]>CCOCC>[CH2:1]([NH:3][CH2:4][C:5]1([CH3:10])[O:9][CH2:8][CH2:7][O:6]1)[CH3:2] |f:2.3|. The solvent is CCOCC (ether). Reagents/catalysts: C1(=CC=CC=C1)\C=C\C(\C=C\C1=CC=CC=C1)=O.[Pd] ((1E,4E)-1,5-diphenylpenta-1,4-dien-3-one palladium), [Zn] (Zinc). Conditions: temperature 60 celsius, time 30 minute. Reported procedure: Zinc powder (700 mg, 10.7 mmol) was suspended in N,N-dimethylformamide (20 ml) under nitrogen. 1,2-dibromoethane (120 ul) was added and suspension heated to 60° C. for 10 minutes before cooling to room temperature. Chlorotrimethylsilane (180 ul) was added and the mixture heated to 60° C. for 10 minutes then cooled to room temperature. tert-Butyl 3-iodoazetidine-1-carboxylate (3.0 g, 10.6 mmol) was added with a slight exotherm observed. The mixture was stirred at room temperature for 1 hour befor... Run in CN(C=O)C (N,N-dimethylformamide). As a reaction SMILES: BrCCBr.Cl[Si](C)(C)C.I[CH:11]1[CH2:14][N:13]([C:15]([O:17][C:18]([CH3:21])([CH3:20])[CH3:19])=[O:16])[CH2:12]1.[C:22]([Si:26]([O:29][C:30]1[CH:35]=[CH:34][C:33]([Cl:36])=[CH:32][C:31]=1I)([CH3:28])[CH3:27])([CH3:25])([CH3:24])[CH3:23].O1C=CC=C1P(C1OC=CC=1)C1OC=CC=1>CN(C)C=O.[Zn].C1(/C=C/C(=O)/C=C/C2C=CC=CC=2)C=CC=CC=1.[Pd]>[Si:26]([O:29][C:30]1[CH:35]=[CH:34][C:33]([Cl:36])=[CH:32][C:31]=1[CH:11]1[CH2:14][N:13]([C:15]([O:17][C:18]([CH3:21])([CH3:20])[CH3:19])=[O:16])[CH2:12]1)([C:22]([CH3:25])([CH3:24])[CH3:23])([CH3:28])[CH3:27] |f:7.8|. The reactants are BrCCBr (1,2-dibromoethane), O1C(=CC=C1)P(C=1OC=CC1)C=1OC=CC1 (tri-2-furylphosphine), C(C)(C)(C)[Si](C)(C)OC1=C(C=C(C=C1)Cl)I (tert-butyl(4-chloro-2-iodophenoxy)dimethylsilane), Cl[Si](C)(C)C (Chlorotrimethylsilane), IC1CN(C1)C(=O)OC(C)(C)C (tert-Butyl 3-iodoazetidine-1-carboxylate). The product is [Si](C)(C)(C(C)(C)C)OC1=C(C=C(C=C1)Cl)C1CN(C1)C(=O)OC(C)(C)C (tert-Butyl 3-(2-{[tert-butyl(dimethyl)silyl]oxy}-5-chlorophenyl)azetidine-1-carboxylate). Reactants: CC(C)(C)OC(=O)n1c(=O)[nH]c2cc(Br)ccc21, CCOC(C)=O, CC#N, CI, [K+], [K+], O=C([O-])[O-]. Product: Cn1c(=O)n(C(=O)OC(C)(C)C)c2ccc(Br)cc21. RXN SMILES: [C:1]([CH3:2])([CH3:3])([CH3:4])[O:5][C:6](=[O:7])[n:8]1[c:9](=[O:18])[nH:10][c:11]2[c:12]1[cH:13][cH:14][c:15]([Br:17])[cH:16]2.[CH3:27][CH2:28][O:29][C:30](=[O:31])[CH3:32].[CH3:33][C:34]#[N:35].[I:19][CH3:20].[K+:21].[K+:22].[O-:23][C:24]([O-:25])=[O:26]>>[C:1]([CH3:2])([CH3:3])([CH3:4])[O:5][C:6](=[O:7])[n:8]1[c:9](=[O:18])[n:10]([CH3:24])[c:11]2[c:12]1[cH:13][cH:14][c:15]([Br:17])[cH:16]2. Reactants: O=C([O-])[O-], C[Si](C)(C)CCCCCCCCCCCCCCBr, CN(C)P(=O)(N(C)C)N(C)C, [K+], [K+], CCOC(=O)C=Cc1ccc(N)cc1, O. Yields the product CCOC(=O)C=Cc1ccc(NCCCCCCCCCCCCCC[Si](C)(C)C)cc1. RXN SMILES: [C:34](=[O:35])([O-:36])[O-:37].[CH3:15][Si:16]([CH2:17][CH2:18][CH2:19][CH2:20][CH2:21][CH2:22][CH2:23][CH2:24][CH2:25][CH2:26][CH2:27][CH2:28][CH2:29][CH2:30][Br:31])([CH3:32])[CH3:33].[CH3:40][N:41]([P:42]([N:43]([CH3:44])[CH3:45])([N:46]([CH3:47])[CH3:48])=[O:49])[CH3:50].[K+:38].[K+:39].[NH2:1][c:2]1[cH:3][cH:4][c:5]([CH:6]=[CH:7][C:8](=[O:9])[O:10][CH2:11][CH3:12])[cH:13][cH:14]1.[OH2:51]>>[NH:1]([c:2]1[cH:3][cH:4][c:5]([CH:6]=[CH:7][C:8](=[O:9])[O:10][CH2:11][CH3:12])[cH:13][cH:14]1)[CH2:30][CH2:29][CH2:28][CH2:27][CH2:26][CH2:25][CH2:24][CH2:23][CH2:22][CH2:21][CH2:20][CH2:19][CH2:18][CH2:17][Si:16]([CH3:15])([CH3:32])[CH3:33]. Starting materials: O=C1CN(CCN1)C(=O)OC(C)(C)C (1,1-dimethylethyl 3-oxo-1-piperazinecarboxylate), [H-].[Na+] (sodium hydride), BrC1=CC=C(C=C1)CBr (1-Bromo-4-(bromomethyl)benzene). The solvent is CN(C=O)C (N,N-dimethylformamide), CN(C=O)C (DMF). Reaction conditions: time 30 minute. Yields the product BrC1=CC=C(C=C1)CN1C(CN(CC1)C(=O)OC(C)(C)C)=O (1,1-dimethylethyl 4-[(4-bromophenyl)methyl]-3-oxo-1-piperazinecarboxylate). The yield is 82.7%. Reaction SMILES: [O:1]=[C:2]1[NH:7][CH2:6][CH2:5][N:4]([C:8]([O:10][C:11]([CH3:14])([CH3:13])[CH3:12])=[O:9])[CH2:3]1.[H-].[Na+].[Br:17][C:18]1[CH:23]=[CH:22][C:21]([CH2:24]Br)=[CH:20][CH:19]=1>CN(C)C=O>[Br:17][C:18]1[CH:23]=[CH:22][C:21]([CH2:24][N:7]2[CH2:6][CH2:5][N:4]([C:8]([O:10][C:11]([CH3:14])([CH3:13])[CH3:12])=[O:9])[CH2:3][C:2]2=[O:1])=[CH:20][CH:19]=1 |f:1.2|. Procedure details: To a solution of 1,1-dimethylethyl 3-oxo-1-piperazinecarboxylate (500 mg, 2.497 mmol) in N,N-dimethylformamide (DMF) (8 mL) at room temperature under nitrogen was added sodium hydride (60% w/w in mineral oil, 120 mg, 3.00 mmol) and the resulting suspension was stirred at this temperature for 30 min. 1-Bromo-4-(bromomethyl)benzene (749 mg, 3.00 mmol) in DMF (5 mL) was then added via syringe. The resulting mixture was stirred at room temperature for 1.5 h then partitioned between AcOEt and water. ... Reactants: [Cl-].[NH4+] (ammonium chloride), C(OCC1=C(C=C(C(=C1)OC)OC)[N+](=O)[O-])(=O)Cl (4,5-Dimethoxy-2-nitrobenzyl carbonochloridate), C(C)SSC[C@@H](C(=O)O)NC ((R)-3-(ethyldisulfanyl)-2-(methylamino)propanoic acid), C(C)SSC[C@@H](C(=O)O)NC ((R)-3-(ethyldisulfanyl)-2-(methylamino)propanoic acid), C([O-])([O-])=O.[Na+].[Na+] (sodium carbonate). The solvent is O1CCOCC1 (dioxane), O (water). Run at time 30 minute. Yields the product COC1=CC(=C(COC(=O)N([C@H](C(=O)O)CSSCC)C)C=C1OC)[N+](=O)[O-] ((R)-2-((((4,5-dimethoxy-2-nitrobenzyl)oxy) carbonyl)(methyl)amino)-3-(ethyldisulfanyl)propanoic acid). The yield is 93.4%. As a reaction SMILES: [C:1](Cl)(=[O:17])[O:2][CH2:3][C:4]1[CH:9]=[C:8]([O:10][CH3:11])[C:7]([O:12][CH3:13])=[CH:6][C:5]=1[N+:14]([O-:16])=[O:15].[CH2:19]([S:21][S:22][CH2:23][C@H:24]([NH:28][CH3:29])[C:25]([OH:27])=[O:26])[CH3:20].C(=O)([O-])[O-].[Na+].[Na+].[Cl-].[NH4+]>O1CCOCC1.O>[CH3:13][O:12][C:7]1[C:8]([O:10][CH3:11])=[CH:9][C:4]([CH2:3][O:2][C:1]([N:28]([CH3:29])[C@@H:24]([CH2:23][S:22][S:21][CH2:19][CH3:20])[C:25]([OH:27])=[O:26])=[O:17])=[C:5]([N+:14]([O-:16])=[O:15])[CH:6]=1 |f:2.3.4,5.6|. Procedure: 4,5-Dimethoxy-2-nitrobenzyl carbonochloridate (394 mg, 1.43 mmol) was added to a solution of (R)-3-(ethyldisulfanyl)-2-(methylamino)propanoic acid (Compound 2f-F) (232 mg, 1.19 mmol) and sodium carbonate (252 mg, 2.38 mmol) in dioxane (3 ml) and water (3 ml), and the mixture was stirred at room temperature for 30 minutes. A saturated aqueous ammonium chloride solution (3 ml) was added to the reaction mixture, after which the mixture was extracted with ethyl acetate and the organic layer was wash... Reactants: C=CCc1cccc(C(=O)NN)c1, ClCCl, CO, CCCCCCSP(=O)(Oc1cccc(CC=O)c1)SCC. The product is C=CCc1cccc(C(=O)NN=CCc2cccc(OP(=O)(SCC)SCCCCCC)c2)c1. RXN SMILES: [CH2:23]([CH:24]=[CH2:25])[c:26]1[cH:27][c:28]([C:29](=[O:30])[NH:31][NH2:32])[cH:33][cH:34][cH:35]1.[CH2:38]([Cl:39])[Cl:40].[CH3:36][OH:37].[P:1](=[O:2])([S:3][CH2:4][CH3:5])([S:6][CH2:7][CH2:8][CH2:9][CH2:10][CH2:11][CH3:12])[O:13][c:14]1[cH:15][c:16]([CH2:20][CH:21]=[O:22])[cH:17][cH:18][cH:19]1>>[P:1](=[O:2])([S:3][CH2:4][CH3:5])([S:6][CH2:7][CH2:8][CH2:9][CH2:10][CH2:11][CH3:12])[O:13][c:14]1[cH:15][c:16]([CH2:20][CH:21]=[N:32][NH:31][C:29]([c:28]2[cH:27][c:26]([CH2:23][CH:24]=[CH2:25])[cH:35][cH:34][cH:33]2)=[O:30])[cH:17][cH:18][cH:19]1.